Dataset: the Open Reaction Database (ORD), a public repository of structured organic reaction records. Task: describe an organic reaction: reactants, conditions, products, and yield Starting materials: diol, C(C=C)OC(=O)N1[C@@H](C[C@H](C1)O)CO ((2S,4R)-N-(Allyloxycarbonyl)-4-hydroxy-2-(hydroxymethyl) pyrrolidine), TEA, CC(C)(C)[Si](C)(C)Cl (TBDMSCl), C1CCC2=NCCCN2CC1 (DBU). The solvent is CCOC(=O)C (EtOAc), C(Cl)Cl (CH2Cl2). Run at time 15 minute. The product is C(C=C)OC(=O)N1[C@@H](C[C@H](C1)O)CO[Si](C)(C)C(C)(C)C ((2S,4R)-N-(Allyloxycarbonyl)-2-(tert-butyidimethylsilyloxymethyl)-4-hydroxypyrrolidine). As a reaction SMILES: [CH2:1]([O:4][C:5]([N:7]1[CH2:11][C@H:10]([OH:12])[CH2:9][C@H:8]1[CH2:13][OH:14])=[O:6])[CH:2]=[CH2:3].[CH3:15][C:16]([Si:19](Cl)([CH3:21])[CH3:20])([CH3:18])[CH3:17].C1CCN2C(=NCCC2)CC1>C(Cl)Cl.CCOC(C)=O>[CH2:1]([O:4][C:5]([N:7]1[CH2:11][C@H:10]([OH:12])[CH2:9][C@H:8]1[CH2:13][O:14][Si:19]([C:16]([CH3:18])([CH3:17])[CH3:15])([CH3:21])[CH3:20])=[O:6])[CH:2]=[CH2:3]. Reported procedure: A solution of the diol 4 (16.97 g, 84 mmol) in CH2Cl2 (235 mL) was treated with TEA (11.7 mL, 8.5 g, 84 mmol) and stirred for 15 minutes at room temperature. TBDMSCl (9.72 g, 64 mmol) and DBU (16.8 mmol, 2.51 mL, 2.56 g) were added and the reaction mixture stirred for a further 16 hours under a nitrogen atmosphere. The reaction mixture was diluted with EtOAc (500 mL), washed with saturated NH4Cl (160 mL), brine (160 mL), dried (MgSO4), filtered and evaporated in vacuo to give an oil which was a ... Starting materials: FC1=CC(=C(C=C1)NC=1C2=C(N=CN1)SC(=C2C)C(=O)O)O[C@@H]2CC[C@H](CC2)N(C(C)=O)C (4-(4-Fluoro-2-(trans-4-(N-methylacetamido)cyclohexyloxy)phenylamino)-5-methylthieno[2,3-d]pyrimidine-6-carboxylic acid), CN(CCCN)C (3-(dimethylamino)propylamine). As a reaction SMILES: [F:1][C:2]1[CH:7]=[CH:6][C:5]([NH:8][C:9]2[C:10]3[C:17]([CH3:18])=[C:16]([C:19](O)=[O:20])[S:15][C:11]=3[N:12]=[CH:13][N:14]=2)=[C:4]([O:22][C@H:23]2[CH2:28][CH2:27][C@H:26]([N:29]([CH3:33])[C:30](=[O:32])[CH3:31])[CH2:25][CH2:24]2)[CH:3]=1.[CH3:34][N:35]([CH3:40])[CH2:36][CH2:37][CH2:38][NH2:39]>>[CH3:34][N:35]([CH3:40])[CH2:36][CH2:37][CH2:38][NH:39][C:19]([C:16]1[S:15][C:11]2[N:12]=[CH:13][N:14]=[C:9]([NH:8][C:5]3[CH:6]=[CH:7][C:2]([F:1])=[CH:3][C:4]=3[O:22][C@H:23]3[CH2:28][CH2:27][C@H:26]([N:29]([CH3:33])[C:30](=[O:32])[CH3:31])[CH2:25][CH2:24]3)[C:10]=2[C:17]=1[CH3:18])=[O:20]. Procedure details: Prepared analogously to 1.4 from 0.094 g 4-(4-Fluoro-2-(trans-4-(N-methylacetamido)cyclohexyloxy)phenylamino)-5-methylthieno[2,3-d]pyrimidine-6-carboxylic acid (cpd.7.2) and 3-(dimethylamino)propylamine (126 μl). Product: CN(CCCNC(=O)C1=C(C2=C(N=CN=C2NC2=C(C=C(C=C2)F)O[C@@H]2CC[C@H](CC2)N(C(C)=O)C)S1)C)C (N-(3-(dimethylamino)propyl)-4-(4-fluoro-2-(trans-4-(N-methylacetamido)cyclohexyloxy)phenylamino)-5-methylthieno[2,3-d]pyrimidine-6-carboxamide). RXN SMILES: [C:10](=[O:11])([c:12]1[nH:13][cH:14][cH:15][n:16]1)[c:17]1[nH:18][cH:19][cH:20][n:21]1.[C:1](#[CH:2])[c:3]1[cH:4][cH:5][c:6]([NH2:7])[cH:8][cH:9]1.[Cl:22][CH2:23][Cl:24]>>[C:1](#[CH:2])[c:3]1[cH:4][cH:5][c:6]([N:7]=[C:10]=[O:11])[cH:8][cH:9]1. Product: C#Cc1ccc(N=C=O)cc1. The reactants are O=C(c1ncc[nH]1)c1ncc[nH]1, C#Cc1ccc(N)cc1, ClCCl. Reactants: COC1=CC=C(C=C1)C=1N=C(NC1C1=CC=C(C=C1)OC)S (4,5-bis(4-methoxyphenyl)-2-mercapto-1H-imidazole), BrCCCCC(=O)OCC (ethyl 5-bromovalerate), C([O-])([O-])=O.[K+].[K+] (potassium carbonate), O (water). The reagents and catalysts are [I-].C(CCC)[N+](CCCC)(CCCC)CCCC (tetra-n-butylammonium iodide). The solvent is O1CCCC1 (tetrahydrofuran). Yields the product COC1=CC=C(C=C1)C=1N=C(NC1C1=CC=C(C=C1)OC)SCCCCC(=O)OCC (ethyl 5-[4,5-bis(4-methoxyphenyl)-1H-imidazole-2-ylthio]pentanoate). Isolated yield 103.2%. RXN SMILES: [CH3:1][O:2][C:3]1[CH:8]=[CH:7][C:6]([C:9]2[N:10]=[C:11]([SH:22])[NH:12][C:13]=2[C:14]2[CH:19]=[CH:18][C:17]([O:20][CH3:21])=[CH:16][CH:15]=2)=[CH:5][CH:4]=1.Br[CH2:24][CH2:25][CH2:26][CH2:27][C:28]([O:30][CH2:31][CH3:32])=[O:29].C(=O)([O-])[O-].[K+].[K+].O>[I-].C([N+](CCCC)(CCCC)CCCC)CCC.O1CCCC1>[CH3:21][O:20][C:17]1[CH:18]=[CH:19][C:14]([C:13]2[N:12]=[C:11]([S:22][CH2:24][CH2:25][CH2:26][CH2:27][C:28]([O:30][CH2:31][CH3:32])=[O:29])[NH:10][C:9]=2[C:6]2[CH:7]=[CH:8][C:3]([O:2][CH3:1])=[CH:4][CH:5]=2)=[CH:15][CH:16]=1 |f:2.3.4,6.7|. Reported procedure: Part A. A suspension of 4,5-bis(4-methoxyphenyl)-2-mercapto-1H-imidazole (10.4 g, 33.2 mmol), ethyl 5-bromovalerate (5.00 mL, 31.6 mmol), potassium carbonate (5.50 g, 39.8 mmol), and tetra-n-butylammonium iodide (2 g) in tetrahydrofuran (100 mL) was heated to reflux for 20 hours. The mixture was cooled, and poured into water (400 mL). This was extracted with methylene chloride (2 ×400 mL), and the extracts were combined, dried over anhydrous magnesium sulfate, filtered and evaporated. The residu... Reactants: NC(Cc1ccccc1)C(=O)OC1CCCC1, Cc1cc(C(=O)c2ccc(=O)n(-c3c(F)cc(OCCCOS(C)(=O)=O)cc3F)c2N)ccc1F, Cc1ccc(S(=O)(=O)O)cc1. Yields the product Cc1cc(C(=O)c2ccc(=O)n(-c3c(F)cc(OCCCNC(Cc4ccccc4)C(=O)OC4CCCC4)cc3F)c2N)ccc1F. RXN SMILES: [CH:47]1([O:52][C:53]([CH:54]([NH2:55])[CH2:56][c:57]2[cH:58][cH:59][cH:60][cH:61][cH:62]2)=[O:63])[CH2:48][CH2:49][CH2:50][CH2:51]1.[NH2:1][c:2]1[c:3]([C:26]([c:27]2[cH:28][c:29]([CH3:34])[c:30]([F:33])[cH:31][cH:32]2)=[O:35])[cH:4][cH:5][c:6](=[O:25])[n:7]1-[c:8]1[c:9]([F:24])[cH:10][c:11]([O:12][CH2:13][CH2:14][CH2:15][O:16][S:17]([CH3:18])(=[O:19])=[O:20])[cH:21][c:22]1[F:23].[OH:36][S:37]([c:38]1[cH:39][cH:40][c:41]([CH3:42])[cH:43][cH:44]1)(=[O:45])=[O:46]>>[NH2:1][c:2]1[c:3]([C:26]([c:27]2[cH:28][c:29]([CH3:34])[c:30]([F:33])[cH:31][cH:32]2)=[O:35])[cH:4][cH:5][c:6](=[O:25])[n:7]1-[c:8]1[c:9]([F:24])[cH:10][c:11]([O:12][CH2:13][CH2:14][CH2:15][NH:55][CH:54]([C:53]([O:52][CH:47]2[CH2:48][CH2:49][CH2:50][CH2:51]2)=[O:63])[CH2:56][c:57]2[cH:58][cH:59][cH:60][cH:61][cH:62]2)[cH:21][c:22]1[F:23].